From a dataset of the Open Reaction Database (ORD), a public repository of structured organic reaction records. describe an organic reaction: reactants, conditions, products, and yield Starting materials: C(Cl)C1CO1 (epichlorohydrin), O1COC2=C1C=CC(=C2)C2(CC2)C(=O)NC=2C=C1C=C(NC1=CC2)C(C)(C)C (1-(Benzo[d][1,3]dioxol-5-yl)-N-(2-tert-butyl-1H-indol-5-yl)cyclopropanecarboxamide), C1CCOC1 (THF), [H-].[Na+] (NaH). Solvent: CN(C)C=O (DMF), CO (MeOH), CN(C)C=O (DMF). Conditions: temperature 105 celsius, time 30 minute. Product: O1COC2=C1C=CC(=C2)C2(CC2)C(=O)NC=2C=C1C=C(N(C1=CC2)CC(COC)O)C(C)(C)C (1-(benzo[d][1,3]dioxol-5-yl)-N-(2-tert-butyl-1-(2-hydroxy-3-methoxy-propyl)-1H-indol-5-yl)cyclopropanecarboxamide). Reaction SMILES: [O:1]1[C:5]2[CH:6]=[CH:7][C:8]([C:10]3([C:13]([NH:15][C:16]4[CH:17]=[C:18]5[C:22](=[CH:23][CH:24]=4)[NH:21][C:20]([C:25]([CH3:28])([CH3:27])[CH3:26])=[CH:19]5)=[O:14])[CH2:12][CH2:11]3)=[CH:9][C:4]=2[O:3][CH2:2]1.[CH2:29]1[CH2:33][O:32][CH2:31][CH2:30]1.[H-].[Na+].C(C1[O:40]C1)Cl>CN(C=O)C.CO>[O:1]1[C:5]2[CH:6]=[CH:7][C:8]([C:10]3([C:13]([NH:15][C:16]4[CH:17]=[C:18]5[C:22](=[CH:23][CH:24]=4)[N:21]([CH2:29][CH:30]([OH:40])[CH2:31][O:32][CH3:33])[C:20]([C:25]([CH3:28])([CH3:27])[CH3:26])=[CH:19]5)=[O:14])[CH2:12][CH2:11]3)=[CH:9][C:4]=2[O:3][CH2:2]1 |f:2.3|. Procedure: 1-(Benzo[d][1,3]dioxol-5-yl)-N-(2-tert-butyl-1H-indol-5-yl)cyclopropanecarboxamide (320 mg, 0.84 mmol) was dissolved in a mixture composed of anhydrous DMF (0.5 mL) and anhydrous THF (5 mL) under N2. NaH (60% in mineral oil, 120 mg, 3.0 mmol) was added at room temperature. After 30 min of stirring, the reaction mixture was cooled to −15° C. before a solution of epichlorohydrin (79 μL, 1.0 mmol) in anhydrous DMF (1 mL) was added dropwise. The reaction mixture was stirred for 15 min at −15° C., th... Reactants: Cl.ClCCNCCCl (Bis(2-chloroethyl)amine hydrochloride), FC=1C=C(N)C=C(C1)F (3,5-difluoroaniline), C([O-])([O-])=O.[K+].[K+] (potassium carbonate). Solvent: CCCCO (n-BuOH). Product: FC=1C=C(C=C(C1)F)N1CCNCC1 (1-(3,5-Difluorophenyl)piperazine). RXN SMILES: Cl.Cl[CH2:3][CH2:4][NH:5][CH2:6][CH2:7]Cl.[F:9][C:10]1[CH:11]=[C:12]([CH:14]=[C:15]([F:17])[CH:16]=1)[NH2:13].C(=O)([O-])[O-].[K+].[K+]>CCCCO>[F:9][C:10]1[CH:11]=[C:12]([N:13]2[CH2:7][CH2:6][NH:5][CH2:4][CH2:3]2)[CH:14]=[C:15]([F:17])[CH:16]=1 |f:0.1,3.4.5|. Procedure: Bis(2-chloroethyl)amine hydrochloride (2.07 g, 11.60 mmol) was added to a solution of 3,5-difluoroaniline (1.50 g, 11.62 mmol) in n-BuOH (20 mL). After the resulting solution was refluxed for 48 h, anhydrous potassium carbonate (1.61 g, 11.62 mmol) was added. After being refluxed for another 24 h, the reaction mixture was cooled, partitioned between water and CHCl3, and the aqueous layer was extracted with CHCl3. The combined organic layer was washed with water, dried over Na2SO4, and evaporated... Starting materials: [C-]#N, CC(C)(C)ON=C(c1ccccn1)c1cc(Br)ccc1O, NCCN, CN(C)C=O, O. Yields the product CC(C)(C)ON=C(c1ccccn1)c1cc(C#N)ccc1O. Reaction SMILES: [C-:22]#[N:23].[C:1]([CH3:2])([CH3:3])([CH3:4])[O:5][N:6]=[C:7]([c:8]1[c:9]([OH:15])[cH:10][cH:11][c:12]([Br:14])[cH:13]1)[c:16]1[n:17][cH:18][cH:19][cH:20][cH:21]1.[NH2:24][CH2:25][CH2:26][NH2:27].[O:28]=[CH:29][N:30]([CH3:31])[CH3:32].[OH2:33]>>[C:1]([CH3:2])([CH3:3])([CH3:4])[O:5][N:6]=[C:7]([c:8]1[c:9]([OH:15])[cH:10][cH:11][c:12]([C:25]#[N:24])[cH:13]1)[c:16]1[n:17][cH:18][cH:19][cH:20][cH:21]1. Starting materials: CC(=C(C)C)C1=C(C=CC(=C1)C(=O)OC)C1=C(C=CC(=C1)OC)F (Methyl 2-(1,2-dimethyl-1-propenyl)-2′-fluoro-5′-(methyloxy)-1,1′-biphenyl-4-carboxylate). The reagents and catalysts are [Pd] (palladium on carbon). Solvent: CCOC(=O)C (EtOAc). Reaction conditions: time 4 hour. The product is CC(C(C)C)C1=C(C=CC(=C1)C(=O)OC)C1=C(C=CC(=C1)OC)F (Methyl 2-(1,2-dimethylpropyl)-2′-fluoro-5′-(methyloxy)-1,1′-biphenyl-4-carboxylate). Reaction SMILES: [CH3:1][C:2]([C:6]1[CH:11]=[C:10]([C:12]([O:14][CH3:15])=[O:13])[CH:9]=[CH:8][C:7]=1[C:16]1[CH:21]=[C:20]([O:22][CH3:23])[CH:19]=[CH:18][C:17]=1[F:24])=[C:3]([CH3:5])[CH3:4]>CCOC(C)=O.[Pd]>[CH3:1][CH:2]([C:6]1[CH:11]=[C:10]([C:12]([O:14][CH3:15])=[O:13])[CH:9]=[CH:8][C:7]=1[C:16]1[CH:21]=[C:20]([O:22][CH3:23])[CH:19]=[CH:18][C:17]=1[F:24])[CH:3]([CH3:4])[CH3:5]. Procedure details: To a stirred solution of 69.12A (0.050 g, 0.2 mmol) in EtOAc (3 mL) at 23° C. was added palladium on carbon (0.02 g, 0.2 mmol). The reaction was placed under an atmosphere of hydrogen and stirred for four hours. The reaction was then filtered and concentrated in vacuo. The purity of 69.12B was deemed sufficient such that it was used directly in the next reaction. Reactants: C1(=NC=CC2=CC=CC=C12)C(=O)O (1-isoquinolinecarboxylic acid), [H][H] (hydrogen). The reagents and catalysts are [Rh] (Rh/Al2O3). Solvent: CCO (EtOH), Cl (HCl). Yields the product C1(NCCC2CCCCC12)C(=O)O (perhydro-1-isoquinolinecarboxylic acid). The yield is 56.8%. Reaction SMILES: [C:1]1([C:11]([OH:13])=[O:12])[C:10]2[C:5](=[CH:6][CH:7]=[CH:8][CH:9]=2)[CH:4]=[CH:3][N:2]=1.[H][H]>CCO.Cl.[Rh]>[CH:1]1([C:11]([OH:13])=[O:12])[CH:10]2[CH:5]([CH2:6][CH2:7][CH2:8][CH2:9]2)[CH2:4][CH2:3][NH:2]1. Procedure: A solution of 1-isoquinolinecarboxylic acid (50 g, 0.288 mol) in EtOH (150 mL) and 60 mL of 5N HCl was reduced over 5% Rh/Al2O3 (14 g) at 52 bar (750 psi) of hydrogen in a high pressure apparatus at 50° C. for 17 hours. The reaction mixture was filtered through a pad of diatomaceous earth, and the filtrate was concentrated in vacuo. The solid was triturated with water, filtered and dried to give DL-perhydro-1-isoquinolinecarboxylic acid (DL-1-Piq-OH) (30 g, 48%) FD-MS 184 (MH+). Reactants: S(=O)(=O)(Cl)Cl (sulfuryl chloride), N1=CC(=CC=C1)C=1C=C2CCC(C2=CC1)=O (5-pyridin-3-yl-1-indanone), C([O-])(O)=O.[Na+] (sodium bicarbonate). Run in ClCCl (dichloromethane), ClCCl (dichloromethane). Reaction conditions: temperature 0 celsius, time 30 minute. Yields the product ClC1C(C2=CC=C(C=C2C1)C=1C=NC=CC1)=O (2-Chloro-5-pyridin-3-yl-1 indanone). Reaction SMILES: [N:1]1[CH:6]=[CH:5][CH:4]=[C:3]([C:7]2[CH:8]=[C:9]3[C:13](=[CH:14][CH:15]=2)[C:12](=[O:16])[CH2:11][CH2:10]3)[CH:2]=1.S(Cl)([Cl:20])(=O)=O.C(=O)(O)[O-].[Na+]>ClCCl>[Cl:20][CH:11]1[CH2:10][C:9]2[C:13](=[CH:14][CH:15]=[C:7]([C:3]3[CH:2]=[N:1][CH:6]=[CH:5][CH:4]=3)[CH:8]=2)[C:12]1=[O:16] |f:2.3|. Procedure details: 3.22 g of 5-pyridin-3-yl-1-indanone are dissolved in 160 ml of dichloromethane and, at 0° C., a solution of 1.34 ml of sulfuryl chloride in 40 ml of dichloromethane is added dropwise over the course of 15 minutes. After stirring at 0° C. for 30 minutes and then at room temperature for 60 minutes, 50 ml of a saturated sodium bicarbonate solution are slowly added. The organic phase is separated off, washed with water, dried over magnesium sulfate, concentrated in vacuo and purified by chromatograp...